From a dataset of the Open Reaction Database (ORD), a public repository of structured organic reaction records. describe an organic reaction: reactants, conditions, products, and yield Reactants: CC1(COB(OC1)C=1C=CC(=C(C1)C1=NC=CN=C1)F)C (2-[5-(5,5-dimethyl-[1,3,2]dioxaborinan-2-yl)-2-fluorophenyl]pyrazine), BrC1=CN=C2N1C=CC(=N2)C(C)(C)O (2-(3-bromoimidazo[1,2-α]pyrimidin-7-yl)propan-2-ol), P(=O)([O-])([O-])[O-].[K+].[K+].[K+] (potassium phosphate). Reagents/catalysts: C1=CC=C(C=C1)[PH+](C2=CC=CC=C2)[C]3[CH][CH][CH][CH]3.C1=CC=C(C=C1)[PH+](C2=CC=CC=C2)[C]3[CH][CH][CH][CH]3.C(Cl)Cl.Cl[Pd]Cl.[Fe] (dichloro[1,1′-bis(diphenylphosphino)ferrocene]palladium(II) dichloromethane adduct). Solvent: CN(C=O)C (N,N-dimethylformamide). Conditions: temperature 65 celsius, time 16 hour. Yields the product FC1=C(C=C(C=C1)C1=CN=C2N1C=CC(=N2)C(C)(C)O)C2=NC=CN=C2 (2-[3-(4-fluoro-3-(pyrazin-2-yl)phenyl)imidazo[1,2-α]pyrimidin-7-yl]propan-2-ol). RXN SMILES: CC1(C)COB([C:8]2[CH:9]=[CH:10][C:11]([F:20])=[C:12]([C:14]3[CH:19]=[N:18][CH:17]=[CH:16][N:15]=3)[CH:13]=2)OC1.Br[C:23]1[N:27]2[CH:28]=[CH:29][C:30]([C:32]([OH:35])([CH3:34])[CH3:33])=[N:31][C:26]2=[N:25][CH:24]=1.P([O-])([O-])([O-])=O.[K+].[K+].[K+]>C1C=CC([PH+]([C]2[CH][CH][CH][CH]2)C2C=CC=CC=2)=CC=1.C1C=CC([PH+]([C]2[CH][CH][CH][CH]2)C2C=CC=CC=2)=CC=1.C(Cl)Cl.Cl[Pd]Cl.[Fe].CN(C)C=O>[F:20][C:11]1[CH:10]=[CH:9][C:8]([C:23]2[N:27]3[CH:28]=[CH:29][C:30]([C:32]([OH:35])([CH3:33])[CH3:34])=[N:31][C:26]3=[N:25][CH:24]=2)=[CH:13][C:12]=1[C:14]1[CH:19]=[N:18][CH:17]=[CH:16][N:15]=1 |f:2.3.4.5,6.7.8.9.10,^1:48,49,50,51,52,66,67,68,69,70|. Reported procedure: To 2-[5-(5,5-dimethyl-[1,3,2]dioxaborinan-2-yl)-2-fluorophenyl]pyrazine prepared above was added 2-(3-bromoimidazo[1,2-α]pyrimidin-7-yl)propan-2-ol (0.266 g, 1.04 mmol) followed by dry potassium phosphate (0.065 g), dichloro[1,1′-bis(diphenylphosphino)ferrocene]palladium(II) dichloromethane adduct (0.06 g) and dry N,N-dimethylformamide (5 ml). The mixture was degassed with nitrogen then stirred for 16 h at 65° C. under an atmosphere of dry nitrogen. The reaction was cooled to ambient temperature... Procedure: Following the general method as outlined in Example 22, starting from (2S,4EZ)-1-(tert-butoxycarbonyl)-4-(methoxyimino)-2-pyrrolidinecarboxylic acid, 2′,3-dimethyl[1,1′-biphenyl]-4-carboxylic acid, and 4-(2-aminoethyl)phenol, the title compound was obtained in 83% purity by HPLC. MS(ESI+): m/z=486. Reaction SMILES: C(O[C:6]([N:8]1[CH2:12][C:11](=[N:13][O:14][CH3:15])[CH2:10][C@H:9]1[C:16]([OH:18])=O)=[O:7])(C)(C)C.[CH3:19][C:20]1[CH:25]=[CH:24][CH:23]=[CH:22][C:21]=1[C:26]1[CH:31]=[CH:30][C:29](C(O)=O)=[C:28]([CH3:35])[CH:27]=1.[NH2:36][CH2:37][CH2:38][C:39]1[CH:44]=[CH:43][C:42]([OH:45])=[CH:41][CH:40]=1>>[CH3:19][C:20]1[CH:25]=[CH:24][CH:23]=[CH:22][C:21]=1[C:26]1[CH:31]=[CH:30][C:29]([C:6]([N:8]2[CH2:12][C:11](=[N:13][O:14][CH3:15])[CH2:10][C@H:9]2[C:16]([NH:36][CH2:37][CH2:38][C:39]2[CH:44]=[CH:43][C:42]([OH:45])=[CH:41][CH:40]=2)=[O:18])=[O:7])=[C:28]([CH3:35])[CH:27]=1. Starting materials: C(C)(C)(C)OC(=O)N1[C@@H](CC(C1)=NOC)C(=O)O ((2S,4EZ)-1-(tert-butoxycarbonyl)-4-(methoxyimino)-2-pyrrolidinecarboxylic acid), CC1=C(C=CC=C1)C1=CC(=C(C=C1)C(=O)O)C (2′,3-dimethyl[1,1′-biphenyl]-4-carboxylic acid), NCCC1=CC=C(C=C1)O (4-(2-aminoethyl)phenol). The product is CC1=C(C=CC=C1)C1=CC(=C(C=C1)C(=O)N1[C@@H](CC(C1)=NOC)C(=O)NCCC1=CC=C(C=C1)O)C ((2S,4EZ)-1-[(2′,3-dimethyl[1,1′-biphenyl]-4-yl)carbonyl]-N-[2-(4-hydroxyphenyl)ethyl]-4-(methoxyimino)-2-pyrrolidinecarboxamide). The reactants are O=C1C(CCCC1)=CC1=CC=C(C=C1)C(C(=O)OCC)C (ethyl 2-(4-(2-oxo-1-cyclohexylidenemethyl)phenyl)propionate), aqueous solution, Br (hydrogen bromide). Solvent: O1CCOCC1 (dioxane). Product: O=C1C(CCCC1)=CC1=CC=C(C=C1)C(C(=O)O)C (2-[4-(2-Oxo-1-cyclohexylidenemethyl)phenyl]propionic acid). The yield is 51.2%. As a reaction SMILES: [O:1]=[C:2]1[CH2:7][CH2:6][CH2:5][CH2:4][C:3]1=[CH:8][C:9]1[CH:14]=[CH:13][C:12]([CH:15]([CH3:21])[C:16]([O:18]CC)=[O:17])=[CH:11][CH:10]=1.Br>O1CCOCC1>[O:1]=[C:2]1[CH2:7][CH2:6][CH2:5][CH2:4][C:3]1=[CH:8][C:9]1[CH:10]=[CH:11][C:12]([CH:15]([CH3:21])[C:16]([OH:18])=[O:17])=[CH:13][CH:14]=1. Procedure: A solutionof 1.3 g of ethyl 2-(4-(2-oxo-1-cyclohexylidenemethyl)phenyl)propionate in 15 ml of dioxane and 100 ml of a 10% aqueous solution of hydrogen bromide was heated under reflux for 1 hour. After cooling, the reaction mixture was extracted with ether. The extract was washed with water and dried over anhydrous sodium sulfate. The ether was distilled off to leave an oily substance, which was then vacuum distilled to give 0.6 g of the desired product having a boiling point of 210°-215° C./0.3 ...